From a dataset of the Open Reaction Database (ORD), a public repository of structured organic reaction records. describe an organic reaction: reactants, conditions, products, and yield Reactants: O1C(=CC=C1)B(C=1OC=CC1)C=1OC=CC1 (trifurylboron), O1C(=CC=C1)[Li] (2-furyllithium). Solvent: O1CCCC1 (tetrahydrofuran). The product is O1C(=CC=C1)[B-](C=1OC=CC1)(C=1OC=CC1)C=1OC=CC1.[Li+] (lithium tetra(2-furyl)borate). RXN SMILES: [O:1]1[CH:5]=[CH:4][CH:3]=[C:2]1[B:6]([C:12]1[O:13][CH:14]=[CH:15][CH:16]=1)[C:7]1[O:8][CH:9]=[CH:10][CH:11]=1.[O:17]1[CH:21]=[CH:20][CH:19]=[C:18]1[Li:22]>O1CCCC1>[O:1]1[CH:5]=[CH:4][CH:3]=[C:2]1[B-:6]([C:18]1[O:17][CH:21]=[CH:20][CH:19]=1)([C:7]1[O:8][CH:9]=[CH:10][CH:11]=1)[C:12]1[O:13][CH:14]=[CH:15][CH:16]=1.[Li+:22] |f:3.4|. Reported procedure: The trifurylboron is further dissolved in dry tetrahydrofuran (30 ml), one equivalent of 2-furyllithium is added dropwise to the mixture of 0° C. under nitrogen. The precipitate formed is filtered and dried to obtain pure lithium tetra(2-furyl)borate. The reactants are C(C)OC(C(CC1=CC=C(C=C1)O)(C)OC1=CC2=C(OCO2)C=C1)=O (2-(benzo[1,3]dioxol-5-yloxy)-3-(4-hydroxy-phenyl)-2-methyl-propionic acid ethyl ester), C1(=CC=CC=C1)C=1OC(=C(N1)CCOS(=O)(=O)C1=CC=C(C=C1)C)C (toluene-4-sulfonic acid 2-(2-phenyl-5-methyl-oxazol-4-yl)-ethyl ester). The product is O1COC2=C1C=CC(=C2)OC(C(=O)O)(CC2=CC=C(C=C2)OCCC=2N=C(OC2C)C2=CC=CC=C2)C (2-(Benzo[1,3]dioxol-5-yloxy)-2-methyl-3-{4-[2-(5-methyl-2-phenyl-oxazol-4-yl)-ethoxy]-phenyl}-propionic acid). RXN SMILES: C([O:3][C:4](=[O:25])[C:5]([O:15][C:16]1[CH:24]=[CH:23][C:19]2[O:20][CH2:21][O:22][C:18]=2[CH:17]=1)([CH3:14])[CH2:6][C:7]1[CH:12]=[CH:11][C:10]([OH:13])=[CH:9][CH:8]=1)C.[C:26]1([C:32]2[O:33][C:34]([CH3:50])=[C:35]([CH2:37][CH2:38]OS(C3C=CC(C)=CC=3)(=O)=O)[N:36]=2)[CH:31]=[CH:30][CH:29]=[CH:28][CH:27]=1>>[O:20]1[C:19]2[CH:23]=[CH:24][C:16]([O:15][C:5]([CH3:14])([CH2:6][C:7]3[CH:12]=[CH:11][C:10]([O:13][CH2:38][CH2:37][C:35]4[N:36]=[C:32]([C:26]5[CH:31]=[CH:30][CH:29]=[CH:28][CH:27]=5)[O:33][C:34]=4[CH3:50])=[CH:9][CH:8]=3)[C:4]([OH:3])=[O:25])=[CH:17][C:18]=2[O:22][CH2:21]1. Procedure details: Standard Procedure (B) was utilized to prepare the title compound from 2-(benzo[1,3]dioxol-5-yloxy)-3-(4-hydroxy-phenyl)-2-methyl-propionic acid ethyl ester and toluene-4-sulfonic acid 2-(2-phenyl-5-methyl-oxazol-4-yl)-ethyl ester. 1H NMR (400 MHz, CDCl3) δ 7.96-7.93 (m, 2H), 7.44-7.41 (m, 3H), 7.13 (d, 2H, J=8.79 Hz), 6.78 (d, 2H, J=8.79 Hz), 6.60 (d, 1H, J=8.79 Hz), 6.41 (d, 1H, J=2.44 Hz), 6.32 (dd, 1H, J=8.79 Hz, J=2.44 Hz), 5.88 (d, 2H, J=0.98 Hz), 4.17 (t, 2H, J=6.35 Hz), 3.15 (d, 1H, J=14... Reactants: [BH3-]C#N, Cc1c(C=O)ncn1C(c1ccccc1)(c1ccccc1)c1ccccc1, CC(C)N, CO, Cl, [Na+], O. Product: Cc1c(CNC(C)C)ncn1C(c1ccccc1)(c1ccccc1)c1ccccc1. RXN SMILES: [C:32]([BH3-:33])#[N:34].[CH3:1][c:2]1[c:3]([CH:26]=[O:27])[n:4][cH:5][n:6]1[C:7]([c:8]1[cH:9][cH:10][cH:11][cH:12][cH:13]1)([c:14]1[cH:15][cH:16][cH:17][cH:18][cH:19]1)[c:20]1[cH:21][cH:22][cH:23][cH:24][cH:25]1.[CH3:28][CH:29]([CH3:30])[NH2:31].[CH3:37][OH:38].[ClH:36].[Na+:35].[OH2:39]>>[CH3:1][c:2]1[c:3]([CH2:26][NH:31][CH:29]([CH3:28])[CH3:30])[n:4][cH:5][n:6]1[C:7]([c:8]1[cH:9][cH:10][cH:11][cH:12][cH:13]1)([c:14]1[cH:15][cH:16][cH:17][cH:18][cH:19]1)[c:20]1[cH:21][cH:22][cH:23][cH:24][cH:25]1. The reactants are ClN1C(CCC1=O)=O (N-Chlorosuccinimide), CN(C(NC(CC=1C=C2C(=CN(C2=CC1)C)CC1=C(C=C(C(=O)OC)C=C1)OC)C)=O)C (methyl 4-[5-[2-(N',N'-dimethylureido)propyl]-1-methylindol-3-ylmethyl]-3-methoxybenzoate). Solvent: ClCCl (dichloromethane). Reaction conditions: time 10 minute. Yields the product ClC=1N(C2=CC=C(C=C2C1CC1=C(C=C(C(=O)OC)C=C1)OC)CC(C)NC(=O)N(C)C)C (Methyl 4-[2-chloro-5-[2-(N',N'-dimethylureido)propyl]-1-methylindol-3-ylmethyl]-3-methoxybenzoate). RXN SMILES: [Cl:1]N1C(=O)CCC1=O.[CH3:9][N:10]([CH3:40])[C:11](=[O:39])[NH:12][CH:13]([CH3:38])[CH2:14][C:15]1[CH:16]=[C:17]2[C:21](=[CH:22][CH:23]=1)[N:20]([CH3:24])[CH:19]=[C:18]2[CH2:25][C:26]1[CH:35]=[CH:34][C:29]([C:30]([O:32][CH3:33])=[O:31])=[CH:28][C:27]=1[O:36][CH3:37]>ClCCl>[Cl:1][C:19]1[N:20]([CH3:24])[C:21]2[C:17]([C:18]=1[CH2:25][C:26]1[CH:35]=[CH:34][C:29]([C:30]([O:32][CH3:33])=[O:31])=[CH:28][C:27]=1[O:36][CH3:37])=[CH:16][C:15]([CH2:14][CH:13]([NH:12][C:11]([N:10]([CH3:9])[CH3:40])=[O:39])[CH3:38])=[CH:23][CH:22]=2. Reported procedure: N-Chlorosuccinimide (0.437 g) was added in one portion to a stirred solution of methyl 4-[5-[2-(N',N'-dimethylureido)propyl]-1-methylindol-3-ylmethyl]-3-methoxybenzoate (1.3 g) in dry dichloromethane (25 ml), under a nitrogen atmosphere. After 10 minutes, the solvent was evaporated, and the product purified by flash chromatography, eluting with 3:7 ethyl acetate:toluene, to give, after crystallization from ethyl acetate, methyl 4-[2-chloro-5-[2-(N',N'-dimethylureido)propyl]-1-methylindol-3-ylmet... Product: ClC1=CC=C(S1)C(=O)NCC=1N=CN(C1)C1=CC=C(C=C1)N1/C(/C=CC=C1)=N/C#N ((E)-5-chloro-N-((1-(4-(2-(cyanoimino)pyridin-1(2H)-yl)phenyl)-1H-imidazol-4-yl)methyl)thiophene-2-carboxamide). Reagents/catalysts: [Cu]I (CuI). Starting materials: IC1=CC=C(C=C1)N1\C(\C=CC=C1)=N\C#N ((E)-(1-(4-iodophenyl)pyridin-2(1H)-ylidene)cyanamide), ClC1=CC=C(S1)C(=O)NCC=1N=CNC1 (5-chloro-N-((1H-imidazol-4-yl)methyl)thiophene-2-carboxamide), OC=1C=CC=C2C=CC=NC12 (8-hydroxyquinoline), C(=O)([O-])[O-].[K+].[K+] (K2CO3). Conditions: temperature 130 celsius. RXN SMILES: I[C:2]1[CH:7]=[CH:6][C:5]([N:8]2[CH:13]=[CH:12][CH:11]=[CH:10]/[C:9]/2=[N:14]\[C:15]#[N:16])=[CH:4][CH:3]=1.[Cl:17][C:18]1[S:22][C:21]([C:23]([NH:25][CH2:26][C:27]2[N:28]=[CH:29][NH:30][CH:31]=2)=[O:24])=[CH:20][CH:19]=1.OC1C=CC=C2C=1N=CC=C2.C([O-])([O-])=O.[K+].[K+]>CS(C)=O.[Cu]I>[Cl:17][C:18]1[S:22][C:21]([C:23]([NH:25][CH2:26][C:27]2[N:28]=[CH:29][N:30]([C:2]3[CH:7]=[CH:6][C:5]([N:8]4[CH:13]=[CH:12][CH:11]=[CH:10]/[C:9]/4=[N:14]\[C:15]#[N:16])=[CH:4][CH:3]=3)[CH:31]=2)=[O:24])=[CH:20][CH:19]=1 |f:3.4.5|. Run in CS(=O)C (DMSO). Procedure: A mixture of (E)-(1-(4-iodophenyl)pyridin-2(1H)-ylidene)cyanamide (25 mg, 0.078 mmol), 5-Chloro-N-((1H-imidazol-4-yl)methyl)thiophene-2-carboxamide 3-1 (65 mg, 0.18 mmol), 8-hydroxyquinoline (10 mg, 0.069 mmol) and K2CO3 (75 mg, 0.54 mmol) in DMSO (1 mL) was degassed with Ar before being charged with CuI (15 mg, 0.079 mmol). The mixture in a sealed tube was heated at 130° C. overnight. It was then purified by HPLC to give the titled compound (10 mg). MS 435.1 and 437.0 (M+H, Cl pattern). Yield: 29.5%. The reactants are CI, CS(C)=O, COc1cccc(C23CCCC(C2)NC3=O)c1, [H-], [Na+]. As a reaction SMILES: [CH3:20][I:21].[CH3:22][S:23]([CH3:24])=[O:25].[CH3:3][O:4][c:5]1[cH:6][c:7]([C:11]23[CH2:12][CH2:13][CH2:14][CH:15]([NH:16][C:17]2=[O:18])[CH2:19]3)[cH:8][cH:9][cH:10]1.[H-:1].[Na+:2]>>[CH3:3][O:4][c:5]1[cH:6][c:7]([C:11]23[CH2:12][CH2:13][CH2:14][CH:15]([N:16]([CH3:20])[C:17]2=[O:18])[CH2:19]3)[cH:8][cH:9][cH:10]1. Product: COc1cccc(C23CCCC(C2)N(C)C3=O)c1. Starting materials: ClC1=CC=C2CC(NC2=C1)=O (6-chlorooxindole), ClC=1C=CC(=C(C=O)C1)OC1=NC=CC=N1 (5-chloro-2-(pyrimidin-2-yloxy)-benzaldehyde), N1CCCC1 (pyrrolidine). Run in CO (methanol). Conditions: temperature 70 celsius. Product: ClC1=CC=C2/C(/C(NC2=C1)=O)=C/C1=C(C=CC(=C1)Cl)OC1=NC=CC=N1 (Z-6-Chloro-3-[5-chloro-2-(pyrimidin-2-yloxy)-benzylidene]-1,3-dihydro-indol-2-one). Yield: 52.9%. RXN SMILES: [Cl:1][C:2]1[CH:10]=[C:9]2[C:5]([CH2:6][C:7](=[O:11])[NH:8]2)=[CH:4][CH:3]=1.[Cl:12][C:13]1[CH:14]=[CH:15][C:16]([O:21][C:22]2[N:27]=[CH:26][CH:25]=[CH:24][N:23]=2)=[C:17]([CH:20]=1)[CH:18]=O.N1CCCC1>CO>[Cl:1][C:2]1[CH:10]=[C:9]2[C:5](/[C:6](=[CH:18]/[C:17]3[CH:20]=[C:13]([Cl:12])[CH:14]=[CH:15][C:16]=3[O:21][C:22]3[N:23]=[CH:24][CH:25]=[CH:26][N:27]=3)/[C:7](=[O:11])[NH:8]2)=[CH:4][CH:3]=1. Procedure details: To a mixture of 6-chlorooxindole (1.1 g, 6.4 mmol) and 5-chloro-2-(pyrimidin-2-yloxy)-benzaldehyde (1.5 g, 6.4 mmol) in methanol (10 mL) was added pyrrolidine (0.5 mL, 6.4 mmol) dropwise. The mixture was then heated at 70° C. for 3 h. After cooled to 4° C., the mixture was filtered and the precipitate was collected, dried to give the title compound as a bright yellow solid (1.3 g).